describe an organic reaction: reactants, conditions, products, and yield From a dataset of the Open Reaction Database (ORD), a public repository of structured organic reaction records. Starting materials: CS(C)=O, CCOCC, COC(=O)c1ccc(Cl)nc1, [H-], [Na+], Oc1ccc(C(F)(F)F)cc1. Yields the product COC(=O)c1ccc(Oc2ccc(C(F)(F)F)cc2)nc1. RXN SMILES: [CH3:25][S:26]([CH3:27])=[O:28].[CH3:29][CH2:30][O:31][CH2:32][CH3:33].[Cl:14][c:15]1[n:16][cH:17][c:18]([C:19](=[O:20])[O:21][CH3:22])[cH:23][cH:24]1.[H-:2].[Na+:1].[OH:3][c:4]1[cH:5][cH:6][c:7]([C:10]([F:11])([F:12])[F:13])[cH:8][cH:9]1>>[O:3]([c:4]1[cH:5][cH:6][c:7]([C:10]([F:11])([F:12])[F:13])[cH:8][cH:9]1)[c:15]1[n:16][cH:17][c:18]([C:19](=[O:20])[O:21][CH3:22])[cH:23][cH:24]1.